Task: describe an organic reaction: reactants, conditions, products, and yield. Dataset: the Open Reaction Database (ORD), a public repository of structured organic reaction records The reactants are BrC1=CC(=C(C=C1)C(=O)N1CCN(CC1)C1=NC=C(C=C1C)C)N1S(CCC1)(=O)=O ([4-bromo-2-(1,1-dioxoisothiazolidin-2-yl)phenyl][4-(3,5-dimethylpyridin-2-yl)piperazin-1-yl]methanone), O=C1OC[C@H](N1)COC(C1=CC=CC=C1)=O (benzoic acid (R)-2-oxooxazolidin-4-ylmethyl ester). The product is C(C1=CC=CC=C1)(=O)OC[C@H]1N(C(OC1)=O)C1=CC(=C(C=C1)C(=O)N1CCN(CC1)C1=NC=C(C=C1C)C)N1S(CCC1)(=O)=O ((R)-4-benzoyloxymethyl-3-{4-[4-(3,5-dimethylpyridin-2-yl)piperazine-1-carbonyl]-3-(1,1-dioxoisothiazolidin-2-yl)phenyl}oxazolidin-2-one). Yield: 66.2%. Reaction SMILES: Br[C:2]1[CH:7]=[CH:6][C:5]([C:8]([N:10]2[CH2:15][CH2:14][N:13]([C:16]3[C:21]([CH3:22])=[CH:20][C:19]([CH3:23])=[CH:18][N:17]=3)[CH2:12][CH2:11]2)=[O:9])=[C:4]([N:24]2[CH2:28][CH2:27][CH2:26][S:25]2(=[O:30])=[O:29])[CH:3]=1.[O:31]=[C:32]1[NH:36][C@H:35]([CH2:37][O:38][C:39](=[O:46])[C:40]2[CH:45]=[CH:44][CH:43]=[CH:42][CH:41]=2)[CH2:34][O:33]1>>[C:39]([O:38][CH2:37][C@@H:35]1[CH2:34][O:33][C:32](=[O:31])[N:36]1[C:2]1[CH:7]=[CH:6][C:5]([C:8]([N:10]2[CH2:15][CH2:14][N:13]([C:16]3[C:21]([CH3:22])=[CH:20][C:19]([CH3:23])=[CH:18][N:17]=3)[CH2:12][CH2:11]2)=[O:9])=[C:4]([N:24]2[CH2:28][CH2:27][CH2:26][S:25]2(=[O:30])=[O:29])[CH:3]=1)(=[O:46])[C:40]1[CH:41]=[CH:42][CH:43]=[CH:44][CH:45]=1. Reported procedure: By reaction and treatment in the same manner as in Preparation Example 91 and using [4-bromo-2-(1,1-dioxoisothiazolidin-2-yl)phenyl][4-(3,5-dimethylpyridin-2-yl)piperazin-1-yl]methanone (986 mg) described in Preparation Example 118 and benzoic acid (R)-2-oxooxazolidin-4-ylmethyl ester (487 mg), the title compound (838 mg) was obtained.